describe an organic reaction: reactants, conditions, products, and yield From a dataset of the Open Reaction Database (ORD), a public repository of structured organic reaction records. The reactants are CN(C)C=O, CC(C)CCNc1nc(C(C)C)cs1, COC(=O)CCc1ccc(OCc2ccc(CCl)cc2)cc1, Cl, [H-], [Na+], O. Yields the product COC(=O)CCc1ccc(OCc2ccc(CN(CCC(C)C)c3nc(C(C)C)cs3)cc2)cc1. RXN SMILES: [CH3:41][N:42]([CH3:43])[CH:44]=[O:45].[CH:1]([CH3:2])([CH3:3])[c:4]1[n:5][c:6]([NH:9][CH2:10][CH2:11][CH:12]([CH3:13])[CH3:14])[s:7][cH:8]1.[Cl:17][CH2:18][c:19]1[cH:20][cH:21][c:22]([CH2:23][O:24][c:25]2[cH:26][cH:27][c:28]([CH2:31][CH2:32][C:33](=[O:34])[O:35][CH3:36])[cH:29][cH:30]2)[cH:37][cH:38]1.[ClH:39].[H-:15].[Na+:16].[OH2:40]>>[CH:1]([CH3:2])([CH3:3])[c:4]1[n:5][c:6]([N:9]([CH2:10][CH2:11][CH:12]([CH3:13])[CH3:14])[CH2:18][c:19]2[cH:20][cH:21][c:22]([CH2:23][O:24][c:25]3[cH:26][cH:27][c:28]([CH2:31][CH2:32][C:33](=[O:34])[O:35][CH3:36])[cH:29][cH:30]3)[cH:37][cH:38]2)[s:7][cH:8]1. Reactants: C(C)C=1N(N=C2C1N=C(NC2=O)C=2C(=NC=C(C2)C#C)OCCC)C2CN(C2)C(=O)OC(C)(C)C (tert-Butyl 3-[3-Ethyl-5-(5-ethynyl-2-propoxy-3-pyridinyl)-7-oxo-6,7-dihydro-2H-pyrazolo[4,3-d]pyrimidin-2-yl]-1-azetidinecarboxylate), mercuric sulphate, CC(=O)C (acetone). Run in S(O)(O)(=O)=O (sulphuric acid). Run at time 1 hour. Product: C(C)(=O)C=1C=C(C(=NC1)OCCC)C=1NC(C=2C(N1)=C(N(N2)C2CNC2)CC)=O (5-(5-Acetyl-2-propoxy-3-pyridinyl)-2-(3-azetidinyl)-3-ethyl-2,6-dihydro-7H-pyrazolo[4,3-d]pyrimidin-7-one), foam. Reaction SMILES: [CH2:1]([C:3]1[N:4]([CH:25]2[CH2:28][N:27](C(OC(C)(C)C)=O)[CH2:26]2)[N:5]=[C:6]2[C:11](=[O:12])[NH:10][C:9]([C:13]3[C:14]([O:21][CH2:22][CH2:23][CH3:24])=[N:15][CH:16]=[C:17](C#C)[CH:18]=3)=[N:8][C:7]=12)[CH3:2].[CH3:36][C:37](C)=[O:38]>S(=O)(=O)(O)O>[C:37]([C:17]1[CH:18]=[C:13]([C:9]2[NH:10][C:11](=[O:12])[C:6]3[C:7](=[C:3]([CH2:1][CH3:2])[N:4]([CH:25]4[CH2:26][NH:27][CH2:28]4)[N:5]=3)[N:8]=2)[C:14]([O:21][CH2:22][CH2:23][CH3:24])=[N:15][CH:16]=1)(=[O:38])[CH3:36]. Procedure details: The title compound of example 111 (1.44 g, 3.0 mmol) in acetone (50 ml) and sulphuric acid (1N, 3 ml) was treated with mercuric sulphate (268 mg, 9.0 mmol) and heated to reflux for 6 h. The reaction mixture was concentrated to 20 ml in vacuo, poured into sodium bicarbonate (sat. aq., 20 ml) and extracted into methylene chloride (6×20 ml). Combined organics were washed with brine (20 ml), dried over MgSO4, and concentrated to a brown oil which was taken up in 40% trifluoroacetic acid in methylene... Starting materials: ClC1=C(C=C(O)C=C1)O (4-chlororesorcinol), ClC1(C(C1)CBr)Cl ((2,2-dichlorocyclopropyl)methyl bromide), C([O-])([O-])=O.[K+].[K+] (potassium carbonate), [I-].[Na+] (sodium iodide), ice water. Solvent: CN(C=O)C (N,N-dimethylformamide). Run at temperature 90 celsius, time 15 hour. Yields the product ClC1=C(C=C(C=C1)O)OCC1C(C1)(Cl)Cl (4-chloro-3-[(2,2-dichlorocyclopropyl)methoxy]phenol), ClC1=C(C=C(C=C1)OCC1C(C1)(Cl)Cl)O (2-chloro-5-[(2,2-dichlorocyclopropyl)methoxy]phenol). As a reaction SMILES: [Cl:1][C:2]1[CH:8]=[CH:7][C:5]([OH:6])=[CH:4][C:3]=1[OH:9].[Cl:10][C:11]1([Cl:16])[CH2:13][CH:12]1[CH2:14]Br.C(=O)([O-])[O-].[K+].[K+].[I-].[Na+]>CN(C)C=O>[Cl:1][C:2]1[CH:8]=[CH:7][C:5]([OH:6])=[CH:4][C:3]=1[O:9][CH2:14][CH:12]1[CH2:13][C:11]1([Cl:16])[Cl:10].[Cl:1][C:2]1[CH:8]=[CH:7][C:5]([O:6][CH2:14][CH:12]2[CH2:13][C:11]2([Cl:16])[Cl:10])=[CH:4][C:3]=1[OH:9] |f:2.3.4,5.6|. Procedure: In 700 ml of N,N-dimethylformamide, there was dissolved 181 g of 4-chlororesorcinol. To the solution, there were added 283 g of (2,2-dichlorocyclopropyl)methyl bromide, 207 g of anhydrous potassium carbonate and 4 g of sodium iodide. The mixture was stirred at 90° C. for 15 hours, then poured into ice water and extracted with diethyl ether. The ether layer was washed with water and dried over anhydrous magnesium sulfate, and the solvent was then distilled off. The oily residue was subjected to p... The reactants are C1CC(=O)N(C1=O)Br (NBS), BrC=1C(=C(C#N)C=CC1)C (3-bromo-2-methylbenzonitrile). Reagents/catalysts: C(C1=CC=CC=C1)(=O)OOC(C1=CC=CC=C1)=O (dibenzoyl peroxide). Run in C(Cl)(Cl)(Cl)Cl (carbon tetrachloride). Product: BrC=1C(=C(C#N)C=CC1)CBr (3-Bromo-2-(bromomethyl)benzonitrile). The yield is 86.9%. As a reaction SMILES: C1C(=O)N([Br:8])C(=O)C1.[Br:9][C:10]1[C:11]([CH3:18])=[C:12]([CH:15]=[CH:16][CH:17]=1)[C:13]#[N:14]>C(Cl)(Cl)(Cl)Cl.C(OOC(=O)C1C=CC=CC=1)(=O)C1C=CC=CC=1>[Br:9][C:10]1[C:11]([CH2:18][Br:8])=[C:12]([CH:15]=[CH:16][CH:17]=1)[C:13]#[N:14]. Procedure details: A mixture of NBS (3.45 g), dibenzoyl peroxide (100 mg) and 3-bromo-2-methylbenzonitrile (3.47 g) in carbon tetrachloride (40 ml) was heated at reflux under nitrogen for 48 h. The mixture was then cooled to room temperature, filtered and concentrated in vacuo to give a pale yellow solid. Chromatography eluting with dichloromethane gave the title compound as a white solid (4.23 g) m.p. 90°-93° C. The reactants are CCO, COC(=O)c1ccc(OC)c2c1CC(C)(C)O2, [Na+], [OH-]. Product: COc1ccc(C(=O)O)c2c1OC(C)(C)C2. Reaction SMILES: [CH3:18][CH2:19][OH:20].[CH3:1][C:2]1([CH3:17])[O:3][c:4]2[c:5]([c:7]([C:13](=[O:14])[O:15][CH3:16])[cH:8][cH:9][c:10]2[O:11][CH3:12])[CH2:6]1.[Na+:22].[OH-:21]>>[CH3:1][C:2]1([CH3:17])[O:3][c:4]2[c:5]([c:7]([C:13](=[O:14])[OH:15])[cH:8][cH:9][c:10]2[O:11][CH3:12])[CH2:6]1. Starting materials: FC1=C(C=CC(=C1)F)C1=C(C=CC=C1)C(C)N (1-(-2′,4′-difluoro-biphenyl-2-yl)-ethylamine), FC1=C(C=CC(=C1)F)C1=C(C=CC=C1)C(C)=O (1-(2′,4′-difluoro-1,1′-biphenyl-2-yl)ethanone), C(C)(=O)[O-].[NH4+] (ammonium acetate), C(#N)[BH3-].[Na+] (sodium cyanoborohydride). Run in CO (methanol). Product: FC=1C=CC=2C3=CC=CC=C3C(N(C2C1)C(=O)C=1C=C(C=CC1)O)C (3-[(3-fluoro-6-methylphenanthridin-5(6H)-yl)carbonyl]phenol). RXN SMILES: F[C:2]1[CH:7]=[C:6]([F:8])[CH:5]=[CH:4][C:3]=1[C:9]1[CH:14]=[CH:13][CH:12]=[CH:11][C:10]=1[CH:15]([NH2:17])[CH3:16].FC1C=C(F)C=CC=1[C:26]1[CH:31]=[CH:30][CH:29]=[CH:28][C:27]=1[C:32](=[O:34])C.C([O-])(=[O:37])C.[NH4+].C([BH3-])#N.[Na+]>CO>[F:8][C:6]1[CH:7]=[CH:2][C:3]2[C:9]3[C:10]([CH:15]([CH3:16])[N:17]([C:32]([C:27]4[CH:28]=[C:29]([OH:37])[CH:30]=[CH:31][CH:26]=4)=[O:34])[C:4]=2[CH:5]=1)=[CH:11][CH:12]=[CH:13][CH:14]=3 |f:2.3,4.5|. Procedure details: 1-(-2′,4′-difluoro-biphenyl-2-yl)-ethylamine—The title compound was prepared from 1-(2′,4′-difluoro-1,1′-biphenyl-2-yl)ethanone (3.67 g, 15.8 mmol), anhydrous methanol (200 mL), ammonium acetate (12.2 g, 158 mmol), and sodium cyanoborohydride (1.99 g, 31.6 mmol) according to the procedure and in the same manner as described in Example 24, step b resulting in the isolation of a clear oil that was used without further purification. MS [(ES+), m/z]: 217 [M-16]+, benzylic cation as a result of the l... Reactants: IC1=C(C2=C(N=N1)N(N=C2C2=CC=CC=C2)C)O (5-Iodo-1-methyl-3-phenyl-pyrazolo[3,4-c]pyridazin-4-ol), P(=O)(Cl)(Cl)Cl (phosphorous oxychloride). Yields the product ClC1=C2C(=NN=C1I)N(N=C2C2=CC=CC=C2)C (4-chloro-5-iodo-1-methyl-3-phenyl-pyrazolo[3,4-c]pyridazine). Reaction SMILES: [I:1][C:2]1[N:7]=[N:6][C:5]2[N:8]([CH3:17])[N:9]=[C:10]([C:11]3[CH:16]=[CH:15][CH:14]=[CH:13][CH:12]=3)[C:4]=2[C:3]=1O.P(Cl)(Cl)([Cl:21])=O>>[Cl:21][C:3]1[C:2]([I:1])=[N:7][N:6]=[C:5]2[N:8]([CH3:17])[N:9]=[C:10]([C:11]3[CH:16]=[CH:15][CH:14]=[CH:13][CH:12]=3)[C:4]=12. Procedure details: 5-Iodo-1-methyl-3-phenyl-pyrazolo[3,4-c]pyridazin-4-ol (160 mg, 0.45 mmol) in phosphorous oxychloride (0.6 mL) was heated to 120° C. for 10 min. The reaction mixture was cooled to room temperature and the suspension was filtered. The collected solid was dissolved in CH2Cl2 and washed with water. The organic phase was dried (phase separator cartridge) and concentrated in vacuo, to yield Compound IIIa (130 mg).